Dataset: the Open Reaction Database (ORD), a public repository of structured organic reaction records. Task: describe an organic reaction: reactants, conditions, products, and yield The reactants are CS(=O)(=O)Cl (methane-sulfonyl chloride), FC(C=1C=C(C=C(C1)C(F)(F)F)[C@@H](C)O[C@@H]1[C@H]([C@@H]([C@H](CC1)CO)CO)C1=CC=C(C=C1)F)(F)F ([(1S,2R,3R,4S)-4-{(1R)-1-[3,5-bis(trifluoromethyl)phenyl]ethoxy}-3-(4-fluorophenyl)cyclohexane-1,2-diyl]dimethanol), TEA. The reagents and catalysts are CN(C)C=1C=CN=CC1 (DMAP). Run in C(Cl)Cl (methylene chloride). Reaction conditions: temperature -5 celsius, time 30 minute. Yields the product CS(=O)(=O)OC[C@@H]1[C@H]([C@@H]([C@H](CC1)O[C@H](C)C1=CC(=CC(=C1)C(F)(F)F)C(F)(F)F)C1=CC=C(C=C1)F)COS(=O)(=O)C ([(1S,2R,3R,4S)-4-{(1R)-1-[3,5-bis(Trifluoromethyl)phenyl]ethoxy}-3-(4-fluorophenyl)cyclohexane-1,2-diyl]di(methylene) dimethanesulfonate). RXN SMILES: [F:1][C:2]([F:34])([F:33])[C:3]1[CH:4]=[C:5]([C@H:13]([O:15][C@H:16]2[CH2:21][CH2:20][C@H:19]([CH2:22][OH:23])[C@@H:18]([CH2:24][OH:25])[C@@H:17]2[C:26]2[CH:31]=[CH:30][C:29]([F:32])=[CH:28][CH:27]=2)[CH3:14])[CH:6]=[C:7]([C:9]([F:12])([F:11])[F:10])[CH:8]=1.[CH3:35][S:36](Cl)(=[O:38])=[O:37]>C(Cl)Cl.CN(C1C=CN=CC=1)C>[CH3:35][S:36]([O:23][CH2:22][C@H:19]1[CH2:20][CH2:21][C@H:16]([O:15][C@@H:13]([C:5]2[CH:4]=[C:3]([C:2]([F:1])([F:33])[F:34])[CH:8]=[C:7]([C:9]([F:10])([F:11])[F:12])[CH:6]=2)[CH3:14])[C@@H:17]([C:26]2[CH:27]=[CH:28][C:29]([F:32])=[CH:30][CH:31]=2)[C@@H:18]1[CH2:24][O:25][S:36]([CH3:35])(=[O:38])=[O:37])(=[O:38])=[O:37]. Procedure details: To a solution of 1.82 g (3.7 mmol) [(1S,2R,3R,4S)-4-{(1R)-1-[3,5-bis(trifluoromethyl)phenyl]ethoxy}-3-(4-fluorophenyl)cyclohexane-1,2-diyl]dimethanol (step G) in 50 mL methylene chloride cooled to −5° C. in an ice/salt bath was added 1.0 mL (3.5 equiv.) methane-sulfonyl chloride; 2.1 mL (4 equiv.) TEA and 44 mg (0.1 equiv.) DMAP. The reaction mixture was stirred at −5° C. for 30 min then quenched at that temperature by the addition of 20 mL sat. aq. NaHCO3. The mixture was warmed to RT. The orga...